describe an organic reaction: reactants, conditions, products, and yield From a dataset of the Open Reaction Database (ORD), a public repository of structured organic reaction records. Reactants: N1=CC=CC2=C1NC1=C(NC2)C=CC=C1 (6,11-Dihydro-5H-pyrido[2,3-b][1,5]benzodiazepine), C([O-])([O-])=O.[K+].[K+] (potassium carbonate), ClC1=C(C(=O)Cl)C=CC(=C1)C1=NN(C(=N1)C)CC1=CC=C(C=C1)OC (2-Chloro-4-[1-(4-methoxy-benzyl)-5-methyl-1H-[1,2,4]triazol-3-yl]-benzoyl chloride). The solvent is CN(C=O)C (dimethylformamide), CN(C=O)C (dimethylformamide), O (water). Conditions: time 90 minute. The product is ClC1=C(C=CC(=C1)C1=NN(C(=N1)C)CC1=CC=C(C=C1)OC)C(=O)N1CC2=C(NC3=C1C=CC=C3)N=CC=C2 ({2-Chloro-4-[1-(4-methoxy-benzyl)-5-methyl-1H-[1,2,4]triazol-3-yl]-phenyl}-(6,11-dihydro-5H-pyrido[2,3-b][1,5]benzodiazepin-6-yl)-methanone). Yield: 37.9%. RXN SMILES: [N:1]1[C:6]2[NH:7][C:8]3[CH:15]=[CH:14][CH:13]=[CH:12][C:9]=3[NH:10][CH2:11][C:5]=2[CH:4]=[CH:3][CH:2]=1.C(=O)([O-])[O-].[K+].[K+].[Cl:22][C:23]1[CH:31]=[C:30]([C:32]2[N:36]=[C:35]([CH3:37])[N:34]([CH2:38][C:39]3[CH:44]=[CH:43][C:42]([O:45][CH3:46])=[CH:41][CH:40]=3)[N:33]=2)[CH:29]=[CH:28][C:24]=1[C:25](Cl)=[O:26]>CN(C)C=O.O>[Cl:22][C:23]1[CH:31]=[C:30]([C:32]2[N:36]=[C:35]([CH3:37])[N:34]([CH2:38][C:39]3[CH:44]=[CH:43][C:42]([O:45][CH3:46])=[CH:41][CH:40]=3)[N:33]=2)[CH:29]=[CH:28][C:24]=1[C:25]([N:10]1[C:9]2[CH:12]=[CH:13][CH:14]=[CH:15][C:8]=2[NH:7][C:6]2[N:1]=[CH:2][CH:3]=[CH:4][C:5]=2[CH2:11]1)=[O:26] |f:1.2.3|. Procedure details: To a solution of 6,11-dihydro-5H-pyrido[2,3-b][1,5]benzodiazepine of Example 1, Step B (0.55 g, 2.8 mmol) in dimethylformamide (10 mL) under nitrogen was added solid potassium carbonate (0.39 g, 2.8 mmol). The mixture was treated dropwise with a solution of the crude acid chloride (2.8 mmol) of Step F in dimethylformamide (10 mL). After stirring at room temperature for 90 minutes, the reaction mixture was diluted with water and extracted with ethyl acetate. The organic extracts were combined and... Reactants: C(C)OC(C(C#N)=C1CCCC1)=O (cyclopentylidene cyanoacetic acid ethyl ester), COC1=C(C[Mg]Cl)C=CC=C1 (2-methoxybenzyl magnesium chloride), [Cl-].[NH4+] (ammonium chloride). The solvent is O1CCCC1 (tetrahydrofuran). Run at time 2 hour. Product: C(#N)C(C1=C(C=CC=C1)OC)C1CCCC1.C(C)OC(C)=O (α-cyano-[1-(2-methoxybenzyl)cyclopentane] acetic acid ethyl ester). Reaction SMILES: [CH2:1]([O:3][C:4](=[O:13])[C:5](=[C:8]1[CH2:12][CH2:11][CH2:10][CH2:9]1)[C:6]#[N:7])[CH3:2].[CH3:14][O:15][C:16]1C=[CH:23][CH:22]=[CH:21][C:17]=1C[Mg]Cl.[Cl-].[NH4+]>O1CCCC1>[C:6]([CH:5]([CH:8]1[CH2:9][CH2:10][CH2:11][CH2:12]1)[C:4]1[CH:23]=[CH:22][CH:21]=[CH:17][C:16]=1[O:15][CH3:14])#[N:7].[CH2:1]([O:3][C:4](=[O:13])[CH3:5])[CH3:2] |f:2.3,5.6|. Procedure details: A solution of 39.9 g cyclopentylidene cyanoacetic acid ethyl ester in 350 ml tetrahydrofuran is added dropwise to a solution of 2-methoxybenzyl magnesium chloride (produced from 5.3 g magnesium and 31.2 g 2-methoxybenzyl chloride in 400 ml ether). The mixture is stirred for 2 hours at room temperature. The mixture is treated with a 300 ml 15% ammonium chloride solution. The product is extracted with ether and the ethereal solution concentrated to yield crude α-cyano-[1-(2-methoxybenzyl)cyclopent... Starting materials: N(C(C)C)C(C)C (i-Pr2NH), [Li]CCCC (n-BuLi), ClC1=NC(=CC=C1)F (2-chloro-6-fluoropyridine), [OH-].[Na+] (NaOH), OO (H2O2), B(OC(C)C)(OC(C)C)OC(C)C (triisopropyl borate). The solvent is C1CCOC1 (THF), O (Water), C1CCOC1 (THF), C1CCOC1 (THF). Reaction conditions: temperature 0 celsius, time 10 minute. The product is ClC1=CC=C(C(=N1)F)O (6-chloro-2-fluoropyridin-3-ol). RXN SMILES: N(C(C)C)C(C)C.[Li]CCCC.[Cl:13][C:14]1[CH:19]=[CH:18][CH:17]=[C:16]([F:20])[N:15]=1.B(OC(C)C)(OC(C)C)[O:22]C(C)C.[OH-].[Na+].OO>C1COCC1.O>[Cl:13][C:14]1[N:15]=[C:16]([F:20])[C:17]([OH:22])=[CH:18][CH:19]=1 |f:4.5|. Procedure details: A solution of i-Pr2NH (828 mL, 5.85 mol) in anhydrous THF (1.3 L) was cooled to −10° C. n-BuLi (1.6 M in hexanes, 3660 mL, 5.85 mol) was added and the solution was stirred for 10 min at 0° C. The reaction mixture was cooled to −78° C. and a solution of 2-chloro-6-fluoropyridine (700 g, 5.32 mol) in anhydrous THF (1.3 L) was slowly added keeping the internal temperature below −60° C. After the addition was complete, the reaction mixture was stirred for an additional hour and then a solution of tr... Reactants: O (water), C(C)(=O)[O-].[NH4+] (ammonium acetate), FC=1C=C(C=O)C=C(C1)OCCC (3-fluoro-5-propoxy-benzaldehyde), [N+](=O)([O-])C (nitromethane). The solvent is C(C)(=O)O (acetic acid). Conditions: temperature 140 celsius. Yields the product FC1=CC(=CC(=C1)OCCC)\C=C\[N+](=O)[O-] (1-Fluoro-3-((E)-2-nitro-vinyl)-5-propoxy-benzene). Yield: 69.7%. Reaction SMILES: C([O-])(=O)C.[NH4+].[F:6][C:7]1[CH:8]=[C:9]([CH:12]=[C:13]([O:15][CH2:16][CH2:17][CH3:18])[CH:14]=1)[CH:10]=O.[N+:19]([CH3:22])([O-:21])=[O:20].O>C(O)(=O)C>[F:6][C:7]1[CH:14]=[C:13]([O:15][CH2:16][CH2:17][CH3:18])[CH:12]=[C:9](/[CH:10]=[CH:22]/[N+:19]([O-:21])=[O:20])[CH:8]=1 |f:0.1|. Procedure details: Add ammonium acetate (2.63 g, 34.08 mmol) to 3-fluoro-5-propoxy-benzaldehyde (2.25 g, 12.35 mmol) and nitromethane (3.09 g, 50.63 mmol) in acetic acid (41 mL) at room temperature and heat in 140° C. oil bath for 3 hours. Cool to room temperature and pour into water. Extract with ethyl acetate, dry over magnesium sulfate, filter and concentrate to afford 1.94 g (69.8%) of the desired compound as an oil.